From a dataset of the Open Reaction Database (ORD), a public repository of structured organic reaction records. describe an organic reaction: reactants, conditions, products, and yield Starting materials: CCc1ccc(C(=O)CBr)cc1, CCc1cc2c(=O)[nH]c(=O)n(Cc3ccc(-c4ccccc4C#N)cc3)c2s1, CN(C)C=O, CCOC(C)=O, [H-], [Na+]. As a reaction SMILES: [Br:29][CH2:30][C:31](=[O:32])[c:33]1[cH:34][cH:35][c:36]([CH2:39][CH3:40])[cH:37][cH:38]1.[CH2:1]([CH3:2])[c:3]1[cH:4][c:5]2[c:6]([n:7]([CH2:13][c:14]3[cH:15][cH:16][c:17](-[c:20]4[c:21]([C:26]#[N:27])[cH:22][cH:23][cH:24][cH:25]4)[cH:18][cH:19]3)[c:8](=[O:12])[nH:9][c:10]2=[O:11])[s:28]1.[CH3:41][N:42]([CH3:43])[CH:44]=[O:45].[CH3:48][CH2:49][O:50][C:51](=[O:52])[CH3:53].[H-:46].[Na+:47]>>[CH2:1]([CH3:2])[c:3]1[cH:4][c:5]2[c:6]([n:7]([CH2:13][c:14]3[cH:15][cH:16][c:17](-[c:20]4[c:21]([C:26]#[N:27])[cH:22][cH:23][cH:24][cH:25]4)[cH:18][cH:19]3)[c:8](=[O:12])[n:9]([CH2:30][C:31](=[O:32])[c:33]3[cH:34][cH:35][c:36]([CH2:39][CH3:40])[cH:37][cH:38]3)[c:10]2=[O:11])[s:28]1. The product is CCc1ccc(C(=O)Cn2c(=O)c3cc(CC)sc3n(Cc3ccc(-c4ccccc4C#N)cc3)c2=O)cc1. Reactants: FC1=CC=C(C=C1)C(=O)C=1C=NC2=C(C=CC=C2C1C1=CC=CC=C1)C(F)(F)F ((4-Fluorophenyl)[4-phenyl-8-(trifluoromethyl)quinolin-3-yl]methanone), [OH-].[NH4+] (ammonium hydroxide). Solvent: O (water). Run at temperature 150 celsius. Product: NC1=CC=C(C=C1)C(=O)C=1C=NC2=C(C=CC=C2C1C1=CC=CC=C1)C(F)(F)F ((4-AMINOPHENYL)[4-PHENYL-8-(TRIFLUOROMETHYL)QUINOLIN-3-Yl]METHANONE). RXN SMILES: F[C:2]1[CH:7]=[CH:6][C:5]([C:8]([C:10]2[CH:11]=[N:12][C:13]3[C:18]([C:19]=2[C:20]2[CH:25]=[CH:24][CH:23]=[CH:22][CH:21]=2)=[CH:17][CH:16]=[CH:15][C:14]=3[C:26]([F:29])([F:28])[F:27])=[O:9])=[CH:4][CH:3]=1.[OH-].[NH4+:31]>O>[NH2:31][C:2]1[CH:7]=[CH:6][C:5]([C:8]([C:10]2[CH:11]=[N:12][C:13]3[C:18]([C:19]=2[C:20]2[CH:25]=[CH:24][CH:23]=[CH:22][CH:21]=2)=[CH:17][CH:16]=[CH:15][C:14]=3[C:26]([F:27])([F:28])[F:29])=[O:9])=[CH:4][CH:3]=1 |f:1.2|. Procedure details: (4-Fluorophenyl)[4-phenyl-8-(trifluoromethyl)quinolin-3-yl]methanone (0.631 g, 1.60 mmol) and ammonium hydroxide (9 mL) are heated in a steel pressure vessel at 150° C. overnight. The cooled reaction is poured into water, extracted with methylene chloride, and concentrated in vacuo. The resulting solid into DMSO (2 mL) and ammonium hydroxide (8 mL) is heated in the steel bomb at 150° C. overnight and worked up as above. The product is purified by chromatography eluting with 30:70 ethyl acetate:h... The reactants are [H-].[Na+] (sodium hydride), solution, ClC1=NC=NC(=C1)Cl (4,6-dichloropyrimidine), [H-].[Na+] (sodium hydride), [Cl-].[NH4+] (ammonium chloride), C(C#CCC)O (2-pentyn-1-ol), solution, ClC(C(C)O)(Cl)Cl (3,3,3-trichloro-2-propanol), solution. Run in O1CCCC1 (tetrahydrofuran), O1CCCC1 (tetrahydrofuran). Reaction conditions: time 10 minute. The product is C(C#CCC)OC1=NC=NC(=C1)OC(C(Cl)(Cl)Cl)C (4-(2-pentynyloxy)-6-(2,2,2-trichloro-1-methylethoxy)pyrimidine). Yield: 72.1%. As a reaction SMILES: [H-].[Na+].[Cl:3][C:4]([Cl:9])([Cl:8])[CH:5]([OH:7])[CH3:6].Cl[C:11]1[CH:16]=[C:15](Cl)[N:14]=[CH:13][N:12]=1.[CH2:18]([OH:23])[C:19]#[C:20][CH2:21][CH3:22].[Cl-].[NH4+]>O1CCCC1>[CH2:18]([O:23][C:11]1[CH:16]=[C:15]([O:7][CH:5]([CH3:6])[C:4]([Cl:9])([Cl:8])[Cl:3])[N:14]=[CH:13][N:12]=1)[C:19]#[C:20][CH2:21][CH3:22] |f:0.1,5.6|. Procedure: In 3 ml of tetrahydrofuran was suspended 0.10 g of sodium hydride (60% in oil), to which 0.4 ml of a solution containing 0.33 g of 3,3,3-trichloro-2-propanol was added dropwise at room temperature, followed by stirring for 10 minutes. To this was added dropwise 0.4 ml of a solution containing 0.3 g of 4,6-dichloropyrimidine in tetrahydrofuran at 0° C., followed by stirring at the same temperature for 30 minutes. To this was added dropwise 0.4 ml of a solution containing 0.20 g of 2-pentyn-1-ol a... Starting materials: N1=CC(=NC2=CC=CC=C12)C, [Zn].O=S(O)C(F)(F)F. The reagents and catalysts are OOC(C)(C)C. The solvent is O, ClCCl. Conditions: temperature 25 celsius, time 24 hour. Product: FC(F)(F)C=1C=CC=C2N=CC(=NC21)C, O=C(C=1C=CN(C1C(F)(F)F)C)C. The reactants are CC(C)c1cccc(C(C)C)c1N=C=O, Cc1csc(CNc2ccc(C(C)C)cc2)c1. Product: Cc1csc(CN(C(=O)Nc2c(C(C)C)cccc2C(C)C)c2ccc(C(C)C)cc2)c1. As a reaction SMILES: [CH:18]([CH3:19])([CH3:20])[c:21]1[c:22]([N:30]=[C:31]=[O:32])[c:23]([CH:27]([CH3:28])[CH3:29])[cH:24][cH:25][cH:26]1.[CH:1]([CH3:2])([CH3:3])[c:4]1[cH:5][cH:6][c:7]([NH:10][CH2:11][c:12]2[s:13][cH:14][c:15]([CH3:17])[cH:16]2)[cH:8][cH:9]1>>[CH:1]([CH3:2])([CH3:3])[c:4]1[cH:5][cH:6][c:7]([N:10]([CH2:11][c:12]2[s:13][cH:14][c:15]([CH3:17])[cH:16]2)[C:31]([NH:30][c:22]2[c:21]([CH:18]([CH3:19])[CH3:20])[cH:26][cH:25][cH:24][c:23]2[CH:27]([CH3:28])[CH3:29])=[O:32])[cH:8][cH:9]1. Yields the product COC(C1=C(C=CC(=C1)[N+](=O)[O-])C)=O (2-Methyl-5-nitro-benzoic Acid Methyl Ester). Starting materials: S(O)(O)(=O)=O (sulfuric acid), CC1=C(C(=O)O)C=C(C=C1)[N+](=O)[O-] (2-methyl-5-nitrobenzoic acid), C([O-])(O)=O.[Na+] (sodium bicarbonate). Solvent: C(C)(=O)OCC (ethyl acetate), CO (methanol). Reaction SMILES: S(=O)(=O)(O)O.[CH3:6][C:7]1[CH:15]=[CH:14][C:13]([N+:16]([O-:18])=[O:17])=[CH:12][C:8]=1[C:9]([OH:11])=[O:10].[C:19](=O)(O)[O-].[Na+]>CO.C(OCC)(=O)C>[CH3:19][O:10][C:9](=[O:11])[C:8]1[CH:12]=[C:13]([N+:16]([O-:18])=[O:17])[CH:14]=[CH:15][C:7]=1[CH3:6] |f:2.3|. Procedure details: 300 μl of concentrated sulfuric acid is added to a suspension of 2 g of 2-methyl-5-nitrobenzoic acid in 7 ml of methanol. It is refluxed for 6 hours. Then, the reaction mixture is diluted with ethyl acetate and poured into saturated sodium bicarbonate solution. The phases are separated, and the aqueous phase is extracted with ethyl acetate. The combined organic phases are then washed with saturated sodium chloride solution, dried on sodium sulfate, and concentrated by evaporation in a vacuum. Th... Reactants: C=CCn1c(=O)cnc2ncc(Br)cc21, C1COCCO1, [O-][I+3]([O-])([O-])[O-], [Na+], O. Yields the product O=CCn1c(=O)cnc2ncc(Br)cc21. As a reaction SMILES: [Br:1][c:2]1[cH:3][c:4]2[c:5]([n:6][cH:7][c:8](=[O:13])[n:9]2[CH2:10][CH:11]=[CH2:12])[n:14][cH:15]1.[CH2:22]1[O:23][CH2:24][CH2:25][O:26][CH2:27]1.[I+3:16]([O-:17])([O-:18])([O-:19])[O-:20].[Na+:21].[OH2:28]>>[Br:1][c:2]1[cH:3][c:4]2[c:5]([n:6][cH:7][c:8](=[O:13])[n:9]2[CH2:10][CH:11]=[O:17])[n:14][cH:15]1.